describe an organic reaction: reactants, conditions, products, and yield From a dataset of the Open Reaction Database (ORD), a public repository of structured organic reaction records. Starting materials: CN1N=CC=2CC(CCC12)=O (1,4,6,7-tetrahydro-1-methyl-5H-indazol-5-one), COC(N(C)C)OC (N,N-dimethylformamide dimethyl acetal), crude product. The product is CN(C)C=C1C=2C=NN(C2CCC1=O)C (4-(dimethylaminomethylene) 1,4,6,7-tetrahydro-1-methyl-5H-indazol-5-one). Reaction SMILES: [CH3:1][N:2]1[C:10]2[CH2:9][CH2:8][C:7](=[O:11])[CH2:6][C:5]=2[CH:4]=[N:3]1.CO[CH:14](OC)[N:15]([CH3:17])[CH3:16]>>[CH3:14][N:15]([CH:17]=[C:6]1[C:7](=[O:11])[CH2:8][CH2:9][C:10]2[N:2]([CH3:1])[N:3]=[CH:4][C:5]1=2)[CH3:16]. Procedure: The above procedure was repeated using 1,4,6,7-tetrahydro-1-methyl-5H-indazol-5-one and N,N-dimethylformamide dimethyl acetal. The crude product was flash chromatographed (5% methanol in dichloromethane) on silica gel to give a thick amber oil which was triturated with etherhexane to give 4-(dimethylaminomethylene) 1,4,6,7-tetrahydro-1-methyl-5H-indazol-5-one as a tan powder melting at about 94°-100° C. The reactants are FC(C=1C=C(C(=O)N2[C@@H](CN(CC2)CCC#CCN2CCOCC2)CC2=CC(=C(C=C2)C)C)C=C(C1)C(F)(F)F)(F)F ((2R)-1-[3,5-bis(trifluoromethyl)benzoyl]-2-(3,4-dimethylbenzyl)-4-(5-morpholino-3-pentynyl)piperazine), Cl (hydrogen chloride). Run in C(C)(=O)OCC (ethyl acetate). The product is Cl.Cl.FC(C=1C=C(C(=O)N2[C@@H](CN(CC2)CCC#CCN2CCOCC2)CC2=CC(=C(C=C2)C)C)C=C(C1)C(F)(F)F)(F)F ((2R)-1-[3,5-bis(trifluoromethyl)benzoyl]-2-(3,4-dimethylbenzyl)-4-(5-morpholino-3-pentynyl)piperazine Dihydrochloride). Reaction SMILES: [F:1][C:2]([F:42])([F:41])[C:3]1[CH:4]=[C:5]([CH:34]=[C:35]([C:37]([F:40])([F:39])[F:38])[CH:36]=1)[C:6]([N:8]1[CH2:13][CH2:12][N:11]([CH2:14][CH2:15][C:16]#[C:17][CH2:18][N:19]2[CH2:24][CH2:23][O:22][CH2:21][CH2:20]2)[CH2:10][C@H:9]1[CH2:25][C:26]1[CH:31]=[CH:30][C:29]([CH3:32])=[C:28]([CH3:33])[CH:27]=1)=[O:7].[ClH:43]>C(OCC)(=O)C>[ClH:43].[ClH:43].[F:40][C:37]([F:38])([F:39])[C:35]1[CH:34]=[C:5]([CH:4]=[C:3]([C:2]([F:1])([F:42])[F:41])[CH:36]=1)[C:6]([N:8]1[CH2:13][CH2:12][N:11]([CH2:14][CH2:15][C:16]#[C:17][CH2:18][N:19]2[CH2:20][CH2:21][O:22][CH2:23][CH2:24]2)[CH2:10][C@H:9]1[CH2:25][C:26]1[CH:31]=[CH:30][C:29]([CH3:32])=[C:28]([CH3:33])[CH:27]=1)=[O:7] |f:3.4.5|. Procedure: A solution of (2R)-1-[3,5-bis(trifluoromethyl)benzoyl]-2-(3,4-dimethylbenzyl)-4-(5-morpholino-3-pentynyl)piperazine (200 mg) was treated with 4N hydrogen chloride in ethyl acetate solution to give (2R)-1-[3,5-bis(trifluoromethyl)benzoyl]-2-(3,4-dimethylbenzyl)-4-(5-morpholino-3-pentynyl)piperazine Dihydrochloride. Reactants: ClCCl, CO, COc1ccc2nc(C(C)C)[nH]c2c1, O=C(O)C(F)(F)F, O=[N+]([O-])O. Yields the product COc1ccc2nc(C(C)C)[nH]c2c1[N+](=O)[O-]. Reaction SMILES: [CH2:19]([Cl:20])[Cl:21].[CH3:22][OH:23].[CH:1]([CH3:2])([CH3:3])[c:4]1[nH:5][c:6]2[c:7]([n:8]1)[cH:9][cH:10][c:11]([O:13][CH3:14])[cH:12]2.[F:24][C:25]([F:26])([F:27])[C:28]([OH:29])=[O:30].[OH:15][N+:16]([O-:17])=[O:18]>>[CH:1]([CH3:2])([CH3:3])[c:4]1[nH:5][c:6]2[c:7]([n:8]1)[cH:9][cH:10][c:11]([O:13][CH3:14])[c:12]2[N+:16](=[O:15])[O-:17]. Starting materials: CC1=CC=C2C(C(=O)OC(N2)=O)=C1 (5-methylisatoic anhydride), N1(C=NC=C1)C(CCN)C (3-(1H-imidazol-1-yl)butanamine). Yields the product NC1=C(C(=O)NCCC(C)N2C=NC=C2)C=C(C=C1)C (2-Amino-N-[3-(1H-imidazol-1-yl)butyl]-5-methylbenzamide). Reaction SMILES: [CH3:1][C:2]1[CH:13]=[C:6]2[C:7]([O:9]C(=O)[NH:11][C:5]2=[CH:4][CH:3]=1)=O.[N:14]1([CH:19]([CH3:23])[CH2:20][CH2:21][NH2:22])[CH:18]=[CH:17][N:16]=[CH:15]1>>[NH2:11][C:5]1[CH:4]=[CH:3][C:2]([CH3:1])=[CH:13][C:6]=1[C:7]([NH:22][CH2:21][CH2:20][CH:19]([N:14]1[CH:18]=[CH:17][N:16]=[CH:15]1)[CH3:23])=[O:9]. Procedure: When 5-methylisatoic anhydride was reacted with 3-(1H-imidazol-1-yl)butanamine by the procedure of Example 11, the above compound, mp 128°-130° C., was obtained. Starting materials: O=C([O-])[O-], CCN=C=O, CCOC(C)=O, FC(F)(F)c1cc(Cl)c(Oc2cc(-c3ccc(Cl)cc3)[nH]n2)c(Cl)c1, Cl, [K+], [K+]. Product: CCNC(=O)n1nc(Oc2c(Cl)cc(C(F)(F)F)cc2Cl)cc1-c1ccc(Cl)cc1. Reaction SMILES: [C:1](=[O:2])([O-:3])[O-:4].[CH2:7]([CH3:8])[N:9]=[C:10]=[O:11].[CH3:38][CH2:39][O:40][C:41](=[O:42])[CH3:43].[Cl:12][c:13]1[cH:14][cH:15][c:16](-[c:19]2[cH:20][c:21]([O:24][c:25]3[c:26]([Cl:36])[cH:27][c:28]([C:32]([F:33])([F:34])[F:35])[cH:29][c:30]3[Cl:31])[n:22][nH:23]2)[cH:17][cH:18]1.[ClH:37].[K+:5].[K+:6]>>[CH2:7]([CH3:8])[NH:9][C:10](=[O:11])[n:23]1[c:19](-[c:16]2[cH:15][cH:14][c:13]([Cl:12])[cH:18][cH:17]2)[cH:20][c:21]([O:24][c:25]2[c:26]([Cl:36])[cH:27][c:28]([C:32]([F:33])([F:34])[F:35])[cH:29][c:30]2[Cl:31])[n:22]1. Starting materials: Cc1c(C=O)[nH]c2c1C(=O)N(CCN1CCCCC1)CCC2, COc1ccc(-c2ccc3c(c2)CC(=O)N3)cc1. The product is COc1ccc(-c2ccc3c(c2)C(=Cc2[nH]c4c(c2C)C(=O)N(CCN2CCCCC2)CCC4)C(=O)N3)cc1. Reaction SMILES: [CH3:1][c:2]1[c:3]([CH:21]=[O:22])[nH:4][c:5]2[c:6]1[C:7](=[O:20])[N:8]([CH2:12][CH2:13][N:14]1[CH2:15][CH2:16][CH2:17][CH2:18][CH2:19]1)[CH2:9][CH2:10][CH2:11]2.[CH3:23][O:24][c:25]1[cH:26][cH:27][c:28](-[c:31]2[cH:32][c:33]3[c:37]([cH:38][cH:39]2)[NH:36][C:35](=[O:40])[CH2:34]3)[cH:29][cH:30]1>>[CH3:1][c:2]1[c:3]([CH:21]=[C:34]2[c:33]3[cH:32][c:31](-[c:28]4[cH:27][cH:26][c:25]([O:24][CH3:23])[cH:30][cH:29]4)[cH:39][cH:38][c:37]3[NH:36][C:35]2=[O:40])[nH:4][c:5]2[c:6]1[C:7](=[O:20])[N:8]([CH2:12][CH2:13][N:14]1[CH2:15][CH2:16][CH2:17][CH2:18][CH2:19]1)[CH2:9][CH2:10][CH2:11]2. Reactants: FC1=C(C=C(C=C1)NC(=O)N1C=CC2=CC(=CC=C12)OC1=CC(=NC=N1)CN1CCC(CC1)C(=O)OC)C(F)(F)F (methyl 1-((6-(1-(4-fluoro-3-(trifluoromethyl)phenylcarbamoyl)-1H-indol-5-yloxy)pyrimidin-4-yl)methyl)piperidine-4-carboxylate). The solvent is C1CCOC1.O (THF H2O), [Li+].[OH-] (LiOH). Conditions: time 3.5 hour. The product is FC1=C(C=C(C=C1)NC(=O)N1C=CC2=CC(=CC=C12)OC1=CC(=NC=N1)CN1CCC(CC1)C(=O)O)C(F)(F)F (1-((6-(1-(4-fluoro-3-(trifluoromethyl)phenylcarbamoyl)-1H-indol-5-yloxy)pyrimidin-4-yl)methyl)piperidine-4-carboxylic acid). RXN SMILES: [F:1][C:2]1[CH:7]=[CH:6][C:5]([NH:8][C:9]([N:11]2[C:19]3[C:14](=[CH:15][C:16]([O:20][C:21]4[N:26]=[CH:25][N:24]=[C:23]([CH2:27][N:28]5[CH2:33][CH2:32][CH:31]([C:34]([O:36]C)=[O:35])[CH2:30][CH2:29]5)[CH:22]=4)=[CH:17][CH:18]=3)[CH:13]=[CH:12]2)=[O:10])=[CH:4][C:3]=1[C:38]([F:41])([F:40])[F:39]>C1COCC1.O.[Li+].[OH-]>[F:1][C:2]1[CH:7]=[CH:6][C:5]([NH:8][C:9]([N:11]2[C:19]3[C:14](=[CH:15][C:16]([O:20][C:21]4[N:26]=[CH:25][N:24]=[C:23]([CH2:27][N:28]5[CH2:33][CH2:32][CH:31]([C:34]([OH:36])=[O:35])[CH2:30][CH2:29]5)[CH:22]=4)=[CH:17][CH:18]=3)[CH:13]=[CH:12]2)=[O:10])=[CH:4][C:3]=1[C:38]([F:41])([F:39])[F:40] |f:1.2,3.4|. Procedure: To a solution of methyl 1-((6-(1-(4-fluoro-3-(trifluoromethyl)phenylcarbamoyl)-1H-indol-5-yloxy)pyrimidin-4-yl)methyl)piperidine-4-carboxylate (0.13 g, 0.228 mmol) in 40 mL of THF/H2O (3:1), 2 M aq LiOH solution (0.23 mL) is added. The mixture is stirred at rt for 3.5 h before being concentrated and purified by semi-prep HPLC (12-48% CAN/H2O with 0.1% TFA) to give the title compound. MS (ESI) m/z 558.1 (M+1); 1H NMR (400 MHz, DMSO-d6) δ ppm 10.43 (s, 1 H), 9.93-10.12 (m, 1 H), 8.88 (s, 1 H), 8.3...